From a dataset of the Open Reaction Database (ORD), a public repository of structured organic reaction records. describe an organic reaction: reactants, conditions, products, and yield Starting materials: C(C(C)C)N([C@@H](CCCCNC(=O)OCC1C2=CC=CC=C2C=2C=CC=CC12)C(=O)O)S(=O)(=O)C1=CC=C(C=C1)C (Nα-Isobutyl-Nα-(4-methylbenzenesulfonyl)-Nε-(9-fluorenylmethoxycarbonyl)-L-lysine), [N+](=[N-])=C (diazomethane). Product: COC([C@@H](N(S(=O)(=O)C1=CC=C(C=C1)C)CC(C)C)CCCCNC(=O)OCC1C2=CC=CC=C2C=2C=CC=CC12)=O (Nα-Isobutyl-Nα-(4-methylbenzenesulfonyl)-Nε-(9-fluorenylmethoxycarbonyl)-L-lysine Methyl Ester). Isolated yield 68.0%. As a reaction SMILES: [CH2:1]([N:5]([S:32]([C:35]1[CH:40]=[CH:39][C:38]([CH3:41])=[CH:37][CH:36]=1)(=[O:34])=[O:33])[C@H:6]([C:29]([OH:31])=[O:30])[CH2:7][CH2:8][CH2:9][CH2:10][NH:11][C:12]([O:14][CH2:15][CH:16]1[C:28]2[CH:27]=[CH:26][CH:25]=[CH:24][C:23]=2[C:22]2[C:17]1=[CH:18][CH:19]=[CH:20][CH:21]=2)=[O:13])[CH:2]([CH3:4])[CH3:3].[N+](=[CH2:44])=[N-]>>[CH3:44][O:30][C:29](=[O:31])[C@H:6]([CH2:7][CH2:8][CH2:9][CH2:10][NH:11][C:12]([O:14][CH2:15][CH:16]1[C:28]2[CH:27]=[CH:26][CH:25]=[CH:24][C:23]=2[C:22]2[C:17]1=[CH:18][CH:19]=[CH:20][CH:21]=2)=[O:13])[N:5]([CH2:1][CH:2]([CH3:3])[CH3:4])[S:32]([C:35]1[CH:36]=[CH:37][C:38]([CH3:41])=[CH:39][CH:40]=1)(=[O:33])=[O:34]. Procedure: The product from example 45 was treated with excess diazomethane, yielding the title compound in 68% yield. Starting materials: II (iodine), P(=O)(Cl)(Cl)Cl (phosphorus oxychloride), S([O-])(O)=O.[Na+] (sodium bisulfite), FC(C1=C(NCCC(=O)O)C=CC=C1)(F)F (β-(o-trifluoromethylanilino)-propanoic acid). The solvent is O (water). Conditions: time 30 minute. Product: ClC1=CC=NC2=C(C=CC=C12)C(F)(F)F (4-chloro-8-trifluoromethyl-quinoline). Reaction SMILES: II.P(Cl)(Cl)([Cl:5])=O.[F:8][C:9]([F:23])([F:22])[C:10]1[CH:21]=[CH:20][CH:19]=[CH:18][C:11]=1[NH:12][CH2:13][CH2:14][C:15](O)=O.S(=O)(O)[O-].[Na+]>O>[Cl:5][C:15]1[C:18]2[C:11](=[C:10]([C:9]([F:23])([F:22])[F:8])[CH:21]=[CH:20][CH:19]=2)[N:12]=[CH:13][CH:14]=1 |f:3.4|. Procedure details: 13.75 g of monosublimated iodine were added at 0° to 5° C. to75 ml of phosphorus oxychloride and the mixture was heated over 30 minutes to 93°-95° C. and was held at 93°-95° C. for about 30 minutes. Then, 50 g of the product of Step A were added over 6 minutes in fractions of 1.250 g to the mixture and then the mixture was held at 93°-95° C. for 30 minutes. After cooling to 70°±5° C., the mixture was added over about 30 minutes toa stirred solution of 11 g of sodium bisulfite in 875 ml of water ... The reactants are N1N=C(C2=CC=CC=C12)NC(OCC)=O (Ethyl 1H-indazol-3-ylcarbamate), ClC1=C(C=C(C=C1)C1(CCNCC1)O)C(F)(F)F (4-[4-chloro-3-(trifluoromethyl)phenyl]-4-hydroxypiperidine), Potassium fluoride alumina. Solvent: CS(=O)C (dimethyl sulfoxide). Run at temperature 100 celsius. Product: N1N=C(C2=CC=CC=C12)NC(=O)N1CCC(CC1)(O)C1=CC(=C(C=C1)Cl)C(F)(F)F (4-[4-chloro-3-(trifluoromethyl)phenyl]-4-hydroxy-1-piperidinecarboxylic acid (1H-indazol-3-yl)amide). Yield: 66.0%. As a reaction SMILES: [NH:1]1[C:9]2[C:4](=[CH:5][CH:6]=[CH:7][CH:8]=2)[C:3]([NH:10][C:11](=[O:15])OCC)=[N:2]1.[Cl:16][C:17]1[CH:22]=[CH:21][C:20]([C:23]2([OH:29])[CH2:28][CH2:27][NH:26][CH2:25][CH2:24]2)=[CH:19][C:18]=1[C:30]([F:33])([F:32])[F:31]>CS(C)=O>[NH:1]1[C:9]2[C:4](=[CH:5][CH:6]=[CH:7][CH:8]=2)[C:3]([NH:10][C:11]([N:26]2[CH2:27][CH2:28][C:23]([C:20]3[CH:21]=[CH:22][C:17]([Cl:16])=[C:18]([C:30]([F:32])([F:31])[F:33])[CH:19]=3)([OH:29])[CH2:24][CH2:25]2)=[O:15])=[N:2]1. Procedure: Ethyl 1H-indazol-3-ylcarbamate (synthesized according to the method described in Tetrahedron, 1976, 32(4), 493)(200 mg) and 4-[4-chloro-3-(trifluoromethyl)phenyl]-4-hydroxypiperidine (ACROS CO., 272 mg) were dissolved in dimethyl sulfoxide (2 ml). Potassium fluoride-alumina (Aldrich Co., 40 wt %, 200 mg) was added to the solution, and the mixture was stirred with heating at 100° C. for 2 hr. After completion of the reaction, the solid was collected by filtration and washed with methanol. The fil... The reactants are NC1=CC=C(OCCCCCC(=O)OCCOCCOC(CCCCCOC2=CC=C(C=C2)N)=O)C=C1 (6-(4-Aminophenoxy)-hexanoic acid 2-{2-[6-(4-aminophenoxy)-hexanoyloxy]-ethoxy}-ethyl ester), O1CCOCC1 (1,4-dioxane), ClC(Cl)(OC(OC(Cl)(Cl)Cl)=O)Cl (triphosgene), O1CCOCC1 (1,4-dioxane). Run at temperature 80 celsius. The product is N(=C=O)C1=CC=C(OCCCCCC(=O)OCCOCCOC(CCCCCOC2=CC=C(C=C2)N=C=O)=O)C=C1 (6-(4-isocyanatophenoxy)-hexanoic acid 2-{2-[6-(4-isocyanatophenoxy)-hexanoyloxy]-ethoxy}-ethyl ester). RXN SMILES: [NH2:1][C:2]1[CH:37]=[CH:36][C:5]([O:6][CH2:7][CH2:8][CH2:9][CH2:10][CH2:11][C:12]([O:14][CH2:15][CH2:16][O:17][CH2:18][CH2:19][O:20][C:21](=[O:35])[CH2:22][CH2:23][CH2:24][CH2:25][CH2:26][O:27][C:28]2[CH:33]=[CH:32][C:31]([NH2:34])=[CH:30][CH:29]=2)=[O:13])=[CH:4][CH:3]=1.Cl[C:39](Cl)([O:41]C(=O)OC(Cl)(Cl)Cl)Cl.[O:50]1CCOC[CH2:51]1>>[N:34]([C:31]1[CH:30]=[CH:29][C:28]([O:27][CH2:26][CH2:25][CH2:24][CH2:23][CH2:22][C:21]([O:20][CH2:19][CH2:18][O:17][CH2:16][CH2:15][O:14][C:12](=[O:13])[CH2:11][CH2:10][CH2:9][CH2:8][CH2:7][O:6][C:5]2[CH:4]=[CH:3][C:2]([N:1]=[C:51]=[O:50])=[CH:37][CH:36]=2)=[O:35])=[CH:33][CH:32]=1)=[C:39]=[O:41]. Procedure details: 6-(4-Aminophenoxy)-hexanoic acid 2-{2-[6-(4-aminophenoxy)-hexanoyloxy]-ethoxy}-ethyl ester (5 g) was dissolved in dry 1,4-dioxane (80 ml) under nitrogen atmosphere. The solution was cooled to below 10° C. A solution of triphosgene (4.8 g) in dry 1,4-dioxane (20 ml) was added. The mixture was heated slowly to 80° C. and maintained at that temperature for 2 hours. The condenser was then arranged for distillation and the solvent was removed by distillation at atmospheric pressure until the volume o... The reactants are ClC1=CC(N(C(N1CC1=CC=C(C=C1)C1=C(C=CC=C1)C1=NN=NN1C(C1=CC=CC=C1)(C1=CC=CC=C1)C1=CC=CC=C1)=O)CCC)=O (6-chloro-3-propyl-1-[[2'-(N-trityltetrazol-5-yl)biphenyl-4-yl]methyl]pyrimidine-2,4(1H,3H)-dione), C(CCCC)S (pentylmercaptan), C([O-])([O-])=O.[K+].[K+] (potassium carbonate). Run in C(C)#N (acetonitrile). Yields the product C(CCCC)SC1=CC(N(C(N1CC1=CC=C(C=C1)C1=C(C=CC=C1)C1=NN=NN1)=O)CCC)=O (6-Pentylthio-3-propyl-1-[[2'-(1H-tetrazol-5-yl)biphenyl-4-yl]methyl]pyrimidine-2,4(1H,3H)-dione). Isolated yield 43.0%. RXN SMILES: Cl[C:2]1[N:7]([CH2:8][C:9]2[CH:14]=[CH:13][C:12]([C:15]3[CH:20]=[CH:19][CH:18]=[CH:17][C:16]=3[C:21]3[N:25](C(C4C=CC=CC=4)(C4C=CC=CC=4)C4C=CC=CC=4)[N:24]=[N:23][N:22]=3)=[CH:11][CH:10]=2)[C:6](=[O:45])[N:5]([CH2:46][CH2:47][CH3:48])[C:4](=[O:49])[CH:3]=1.[CH2:50]([SH:55])[CH2:51][CH2:52][CH2:53][CH3:54].C(=O)([O-])[O-].[K+].[K+]>C(#N)C>[CH2:50]([S:55][C:2]1[N:7]([CH2:8][C:9]2[CH:10]=[CH:11][C:12]([C:15]3[CH:20]=[CH:19][CH:18]=[CH:17][C:16]=3[C:21]3[NH:22][N:23]=[N:24][N:25]=3)=[CH:13][CH:14]=2)[C:6](=[O:45])[N:5]([CH2:46][CH2:47][CH3:48])[C:4](=[O:49])[CH:3]=1)[CH2:51][CH2:52][CH2:53][CH3:54] |f:2.3.4|. Reported procedure: A mixture of 6-chloro-3-propyl-1-[[2'-(N-trityltetrazol-5-yl)biphenyl-4-yl]methyl]pyrimidine-2,4(1H,3H)-dione (0.5 g), pentylmercaptan (0.12 ml) and potassium carbonate (0.13 g) in acetonitrile (10 ml) was heated under reflux for 4 hours with stirring. The reaction mixture was allowed to cool and the precipitate was removed by filtration. The filtrate was concentrated to dryness. The resulting residue was dissolved in methanol (15 ml) and then 1N hydrochloric acid (1.5 ml) was added to the solut... Starting materials: N#CC(O)c1cccc(Oc2ccccc2)c1, CCOC(=O)C(Br)=CC1C(C(=O)O)C1(C)C. Product: CCOC(=O)C(Br)=CC1C(C(=O)OC(C#N)c2cccc(Oc3ccccc3)c2)C1(C)C. As a reaction SMILES: [C:17](#[N:18])[CH:19]([c:20]1[cH:21][c:22]([O:26][c:27]2[cH:28][cH:29][cH:30][cH:31][cH:32]2)[cH:23][cH:24][cH:25]1)[OH:33].[CH3:1][C:2]1([CH3:16])[CH:3]([C:13](=[O:14])[OH:15])[CH:4]1[CH:5]=[C:6]([C:7]([O:8][CH2:9][CH3:10])=[O:11])[Br:12]>>[CH3:1][C:2]1([CH3:16])[CH:3]([C:13](=[O:14])[O:15][CH:19]([C:17]#[N:18])[c:20]2[cH:21][c:22]([O:26][c:27]3[cH:28][cH:29][cH:30][cH:31][cH:32]3)[cH:23][cH:24][cH:25]2)[CH:4]1[CH:5]=[C:6]([C:7]([O:8][CH2:9][CH3:10])=[O:11])[Br:12]. Reactants: C(C)(=O)OCC1=C(N2C(C(C2SC1)NC(C(N1C(=CC=C1)C=O)C(=O)OCC)=O)=O)C(=O)OC(C)(C)C (3-[(Acetyloxy)methyl]-7-[[2-carboethoxy-2-(2-formyl-1-pyrryl)acetyl]amino]-8-oxo-5-thia-1-azabicyclo[4.2.0]oct-2-ene-2-carboxylic acid, tert-butyl ester). Run in FC(C(=O)O)(F)F (trifluoroacetic acid). Conditions: temperature 0 celsius, time 15 minute. The product is C(C)(=O)OCC1=C(N2C(C(C2SC1)NC(C(N1C(=CC=C1)C=O)C(=O)O)=O)=O)C(=O)O (3-[(Acetyloxy)methyl]-7-[[2-carboxy-2-(2-formyl-1-pyrryl)acetyl]amino]-8-oxo-5-thia-1-azabicyclo[4.2.0]oct-2-ene-2-carboxylic acid). As a reaction SMILES: [C:1]([O:4][CH2:5][C:6]1[CH2:13][S:12][CH:11]2[N:8]([C:9](=[O:30])[CH:10]2[NH:14][C:15](=[O:29])[CH:16]([C:24]([O:26]CC)=[O:25])[N:17]2[CH:21]=[CH:20][CH:19]=[C:18]2[CH:22]=[O:23])[C:7]=1[C:31]([O:33]C(C)(C)C)=[O:32])(=[O:3])[CH3:2]>FC(F)(F)C(O)=O>[C:1]([O:4][CH2:5][C:6]1[CH2:13][S:12][CH:11]2[N:8]([C:9](=[O:30])[CH:10]2[NH:14][C:15](=[O:29])[CH:16]([C:24]([OH:26])=[O:25])[N:17]2[CH:21]=[CH:20][CH:19]=[C:18]2[CH:22]=[O:23])[C:7]=1[C:31]([OH:33])=[O:32])(=[O:3])[CH3:2]. Reported procedure: 3-[(Acetyloxy)methyl]-7-[[2-carboethoxy-2-(2-formyl-1-pyrryl)acetyl]amino]-8-oxo-5-thia-1-azabicyclo[4.2.0]oct-2-ene-2-carboxylic acid, tert-butyl ester, 0.05 m, is added to 50 ml of trifluoroacetic acid which is maintained at 0° C. The reaction mixture is stirred at 0° C for 15 minutes and then at 10° C for 15 minutes. The trifluoroacetic acid is removed in vacuo, the temperature of the mixture not rising above 20° C. The residue was taken up in methanol-water (4:1) and the pH adjusted to about... Reactants: C(C)[SiH](CC)CC (Triethylsilane), COC(C(CO[Si](C)(C)C)(C)C)=O (2,2-Dimethyl-3-trimethylsilanyloxy-propionic acid methyl ester), O1CC(CC1)=O (dihydro-furan-3-one), FeCl3, C(=O)(O)[O-].[Na+] (NaHCO3). Run in [N+](=O)([O-])C (nitromethane). Conditions: time 2 hour. Product: COC(C(COC1COCC1)(C)C)=O (dimethyl-3-(tetrahydro-furan-3-yloxy)-propionic acid methyl ester). The yield is 89.5%. As a reaction SMILES: [CH3:1][O:2][C:3](=[O:13])[C:4]([CH3:12])([CH3:11])[CH2:5][O:6][Si](C)(C)C.[O:14]1[CH2:18][CH2:17][C:16](=O)[CH2:15]1.C([SiH](CC)CC)C.C([O-])(O)=O.[Na+]>[N+](C)([O-])=O>[CH3:1][O:2][C:3](=[O:13])[C:4]([CH3:12])([CH3:11])[CH2:5][O:6][CH:16]1[CH2:17][CH2:18][O:14][CH2:15]1 |f:3.4|. Procedure: 2,2-Dimethyl-3-trimethylsilanyloxy-propionic acid methyl ester (478 mg, 2.34 mmol) was added to a solution of dihydro-furan-3-one (168 mg, 1.95 mmol) and FeCl3 (16 mg, 0.097 mmol) in nitromethane (6.0 mL) at 0° C. Triethylsilane (0.374 mL, 2.33 mmol) was added and the reaction was warmed to room temperature and stirred for 2 h. Sat. NaHCO3 was added and the reaction was extracted with dichloromethane. The organic layer was separated, washed with brine, dried over Na2SO4 and concentrated to give ... The reactants are C1(C=2C(C(=O)O1)=CC=CC2)=O (phthalic anhydride), O (water), C(C(=O)NN)(=O)NN (oxalic dihydrazide), CS(=O)C (dimethyl sulfoxide). Solvent: C1(=CC=CC=C1)C (toluene). Product: C1(C=2C(C(N1NC(=O)C(=O)NN1C(C=3C(C1=O)=CC=CC3)=O)=O)=CC=CC2)=O (N,N'bis(phthalimido)oxamide). RXN SMILES: [C:1]1(=[O:11])O[C:4](=[O:5])[C:3]2=[CH:7][CH:8]=[CH:9][CH:10]=[C:2]12.[C:12]([NH:18][NH2:19])(=[O:17])[C:13]([NH:15][NH2:16])=[O:14].CS(C)=O.[OH2:24]>C1(C)C=CC=CC=1>[C:4]1(=[O:5])[N:16]([NH:15][C:13]([C:12]([NH:18][N:19]2[C:1](=[O:11])[C:2]3=[CH:10][CH:9]=[CH:8][CH:7]=[C:3]3[C:4]2=[O:5])=[O:17])=[O:14])[C:1](=[O:24])[C:2]2=[CH:10][CH:9]=[CH:8][CH:7]=[C:3]12. Reported procedure: Two moles of phthalic anhydride (296 g.) and one mole of oxalic dihydrazide (118 g.) in 500 ml. dimethyl sulfoxide and 750 ml. toluene were heated at reflux until two moles of water were removed (about 2 hours). The mixture was cooled and filtered. After washing with benzene, the white product was dried to constant weight at 50° C giving an essentially quantitative yield of N,N'bis(phthalimido)oxamide #-# dimethyl sulfoxide 1:2 complex.